From a dataset of the Open Reaction Database (ORD), a public repository of structured organic reaction records. describe an organic reaction: reactants, conditions, products, and yield Reactants: OC1=C(C=C(C(=C1)C)SC)C(C)=O (1-(2-Hydroxy-4-methyl-5-methylsulfanyl-phenyl)ethanone), ClC1=CC=NC2=CC(=C(C=C12)OC)OC (4-chloro-6,7-dimethoxyquinoline), O (water). Reagents/catalysts: CN(C1=CC=NC=C1)C (4-dimethylaminopyridine). Solvent: ClC1=C(C=CC=C1)Cl (o-dichlorobenzene). Conditions: temperature 130 celsius, time 8 hour. Product: COC=1C=C2C(=CC=NC2=CC1OC)OC1=C(C=C(C(=C1)C)SC)C(C)=O (1-[2-(6,7-Dimethoxy-quinolin-4-yloxy)-4-methyl-5-methylsulfanyl-phenyl]-ethanone). Yield: 30.0%. RXN SMILES: [OH:1][C:2]1[CH:7]=[C:6]([CH3:8])[C:5]([S:9][CH3:10])=[CH:4][C:3]=1[C:11](=[O:13])[CH3:12].Cl[C:15]1[C:24]2[C:19](=[CH:20][C:21]([O:27][CH3:28])=[C:22]([O:25][CH3:26])[CH:23]=2)[N:18]=[CH:17][CH:16]=1.O>CN(C)C1C=CN=CC=1.ClC1C=CC=CC=1Cl>[CH3:26][O:25][C:22]1[CH:23]=[C:24]2[C:19](=[CH:20][C:21]=1[O:27][CH3:28])[N:18]=[CH:17][CH:16]=[C:15]2[O:1][C:2]1[CH:7]=[C:6]([CH3:8])[C:5]([S:9][CH3:10])=[CH:4][C:3]=1[C:11](=[O:13])[CH3:12]. Reported procedure: 1-(2-Hydroxy-4-methyl-5-methylsulfanyl-phenyl)ethanone (29 mg), 4-chloro-6,7-dimethoxyquinoline (66 mg), and 4-dimethylaminopyridine (54 mg) were suspended in o-dichlorobenzene (2 ml) to prepare a suspension which was then stirred at 130° C. overnight. The reaction solution was cooled to room temperature, water was then added to the reaction solution, and the mixture was extracted with ethyl acetate. The ethyl acetate layer was then washed with water and saturated brine and was dried over anhydr...